From a dataset of the Open Reaction Database (ORD), a public repository of structured organic reaction records. describe an organic reaction: reactants, conditions, products, and yield The reactants are [BH3-]C#N, CSc1ccc(N)nc1, CC(=O)O, CC(C)(C)[O-], CO, O=CCc1c(Cl)ncnc1Cl, [K+], [Na+], O. The product is CSc1ccc(N2CCc3c(Cl)ncnc32)nc1. Reaction SMILES: [C:25]([BH3-:26])#[N:27].[CH3:12][S:13][c:14]1[cH:15][cH:16][c:17]([NH2:20])[n:18][cH:19]1.[CH3:21][C:22](=[O:23])[OH:24].[CH3:29][C:30]([CH3:31])([O-:32])[CH3:33].[CH3:35][OH:36].[Cl:1][c:2]1[n:3][cH:4][n:5][c:6]([Cl:11])[c:7]1[CH2:8][CH:9]=[O:10].[K+:34].[Na+:28].[OH2:37]>>[c:2]12[n:3][cH:4][n:5][c:6]([Cl:11])[c:7]1[CH2:8][CH2:9][N:20]2[c:17]1[cH:16][cH:15][c:14]([S:13][CH3:12])[cH:19][n:18]1. Starting materials: CC(=O)[O-], CC(=O)O, Cl, O=N[O-], Nc1cccc2c(S(N)(=O)=O)cccc12, Nc1ccc(Cl)cc1, [Na+], [Na+], [Na+], [OH-], O, O=S(=O)(O)O. Product: Nc1c(N=Nc2ccc(Cl)cc2)ccc2c(S(N)(=O)=O)cccc12. Reaction SMILES: [CH3:29][C:30](=[O:31])[O-:32].[CH3:42][C:43](=[O:44])[OH:45].[ClH:35].[N:9]([O-:10])=[O:11].[NH2:13][c:14]1[c:15]2[cH:16][cH:17][cH:18][c:19]([S:24](=[O:25])(=[O:26])[NH2:27])[c:20]2[cH:21][cH:22][cH:23]1.[NH2:1][c:2]1[cH:3][cH:4][c:5]([Cl:6])[cH:7][cH:8]1.[Na+:12].[Na+:28].[Na+:34].[OH-:33].[OH2:36].[S:37](=[O:38])(=[O:39])([OH:40])[OH:41]>>[N:1]([c:2]1[cH:3][cH:4][c:5]([Cl:6])[cH:7][cH:8]1)=[N:9][c:23]1[c:14]([NH2:13])[c:15]2[cH:16][cH:17][cH:18][c:19]([S:24](=[O:25])(=[O:26])[NH2:27])[c:20]2[cH:21][cH:22]1. Starting materials: C1CCNCC1, Cc1csc(C=O)c1, CCO, O=C1Cc2ccccc2N1. The product is Cc1csc(C=C2C(=O)Nc3ccccc32)c1. Reaction SMILES: [CH2:19]1[CH2:20][CH2:21][NH:22][CH2:23][CH2:24]1.[CH3:11][c:12]1[cH:13][c:14]([CH:17]=[O:18])[s:15][cH:16]1.[CH3:25][CH2:26][OH:27].[NH:1]1[C:2](=[O:10])[CH2:3][c:4]2[cH:5][cH:6][cH:7][cH:8][c:9]21>>[NH:1]1[C:2](=[O:10])[C:3](=[CH:17][c:14]2[cH:13][c:12]([CH3:11])[cH:16][s:15]2)[c:4]2[cH:5][cH:6][cH:7][cH:8][c:9]21. Reactants: CCOC(=O)c1cnc(SC)[nH]c1=O, Nc1ccccc1O, CN(C)C=O. Yields the product CCOC(=O)c1cnc(Nc2ccccc2O)[nH]c1=O. RXN SMILES: [CH3:1][S:2][c:3]1[nH:4][c:5](=[O:14])[c:6]([C:9](=[O:10])[O:11][CH2:12][CH3:13])[cH:7][n:8]1.[NH2:15][c:16]1[cH:17][cH:18][cH:19][cH:20][c:21]1[OH:22].[O:23]=[CH:24][N:25]([CH3:26])[CH3:27]>>[c:3]1([NH:15][c:16]2[cH:17][cH:18][cH:19][cH:20][c:21]2[OH:22])[nH:4][c:5](=[O:14])[c:6]([C:9](=[O:10])[O:11][CH2:12][CH3:13])[cH:7][n:8]1. Starting materials: CN1CCN(CC1)CC=1C=CC(=C(C1)NC=1SC(=C(N1)C1=CC=C(C=C1)C(F)(F)F)C(=O)N)[N+](=O)[O-] (2-[5-(4-methyl-piperazin-1-ylmethyl)-2-nitro-phenylamino]-4-(4-trifluoromethyl-phenyl)thiazole-5-carboxylic acid amide), C(=O)O (formic acid), [H][H] (hydrogen). Reagents/catalysts: [Pd] (palladium on carbon). Yields the product FC(C(=O)O)(F)F.CN1CCN(CC1)CC=1C=CC2=C(N(C=N2)C=2SC(=C(N2)C2=CC=C(C=C2)C(F)(F)F)C(=O)N)C1 (2-[6-(4-methyl-piperazin-1-ylmethyl)-benzoimidazol-1-yl]-4-(4-trifluoromethyl-phenyl)thiazole-5-carboxylic acid amide trifluoroacetic acid salt). As a reaction SMILES: [CH3:1][N:2]1[CH2:7][CH2:6][N:5]([CH2:8][C:9]2[CH:10]=[CH:11][C:12]([N+:34]([O-])=O)=[C:13]([NH:15][C:16]3[S:17][C:18]([C:31]([NH2:33])=[O:32])=[C:19]([C:21]4[CH:26]=[CH:25][C:24]([C:27]([F:30])([F:29])[F:28])=[CH:23][CH:22]=4)[N:20]=3)[CH:14]=2)[CH2:4][CH2:3]1.[H][H].[CH:39]([OH:41])=[O:40]>[Pd]>[F:28][C:27]([F:30])([F:29])[C:39]([OH:41])=[O:40].[CH3:1][N:2]1[CH2:7][CH2:6][N:5]([CH2:8][C:9]2[CH:10]=[CH:11][C:12]3[N:34]=[CH:39][N:15]([C:16]4[S:17][C:18]([C:31]([NH2:33])=[O:32])=[C:19]([C:21]5[CH:26]=[CH:25][C:24]([C:27]([F:30])([F:29])[F:28])=[CH:23][CH:22]=5)[N:20]=4)[C:13]=3[CH:14]=2)[CH2:4][CH2:3]1 |f:4.5|. Reported procedure: A mixture of 0.072 g (0.138 mmole) of 2-[5-(4-methyl-piperazin-1-ylmethyl)-2-nitro-phenylamino]-4-(4-trifluoromethyl-phenyl)thiazole-5-carboxylic acid amide (VI.47c), 0.0696 g of 10% palladium on carbon catalyst, and 6 mL of 96% formic acid was stirred under one atmosphere of hydrogen for 17 hours. The mixture was filtered through Diatomaceous earth and the filter pad was washed with tetrahydrofuran. The filtrate was concentrated under reduced pressure. The residue was purified by reverse phase ...